This data is from the Open Reaction Database (ORD), a public repository of structured organic reaction records. The task is: describe an organic reaction: reactants, conditions, products, and yield Starting materials: ClC1=C(C=C(C=C1)C=C[N+](=O)[O-])Cl (1,2-dichloro-4-(2-nitro-vinyl)-benzene), [Li+].[BH4-] (LiBH4), Cl[Si](C)(C)C (chloro trimethyl silane). Solvent: C1CCOC1 (THF). Conditions: time 72 hour. Product: ClC=1C=C(C=CC1Cl)CCN (2-(3,4-Dichloro-phenyl)-ethylamine). The yield is 75.7%. RXN SMILES: [Cl:1][C:2]1[CH:7]=[CH:6][C:5]([CH:8]=[CH:9][N+:10]([O-])=O)=[CH:4][C:3]=1[Cl:13].[Li+].[BH4-].Cl[Si](C)(C)C>C1COCC1>[Cl:13][C:3]1[CH:4]=[C:5]([CH2:8][CH2:9][NH2:10])[CH:6]=[CH:7][C:2]=1[Cl:1] |f:1.2|. Procedure: Using an analogous procedure and workup as described in Example 15, 1,2-dichloro-4-(2-nitro-vinyl)-benzene (I-41a: 5.1 g, 23.831 mmol) in dry THF (51 mL) was reacted with LiBH4 (2.1 g, 95.327 mmol) and chloro trimethyl silane (20.71 g, 190.64 mmol) at 0° C. The resulting mixture was stirred at room temperature for 72 hours to afford 3.43 g of the crude product which was used in the next step without further purification. The reactants are ClCC=C (3-chloro-1-propene), Cl (hydrochloric acid), Grignard reagent, [Mg] (magnesium), BrC1=CC=C(C=C1)C(C)(C)C (1-bromo-4-(1,1-dimethylethyl)benzene). Run in CCOCC (ether), CCOCC (ether). Run at time 8 hour. Product: CC(C)(C)C1=CC=C(C=C1)CC=C (1-(1,1-dimethylethyl)-4-(2-propenyl)benzene). Yield: 48.9%. RXN SMILES: [Mg].Br[C:3]1[CH:8]=[CH:7][C:6]([C:9]([CH3:12])([CH3:11])[CH3:10])=[CH:5][CH:4]=1.Cl[CH2:14][CH:15]=[CH2:16].Cl>CCOCC>[CH3:10][C:9]([C:6]1[CH:7]=[CH:8][C:3]([CH2:16][CH:15]=[CH2:14])=[CH:4][CH:5]=1)([CH3:12])[CH3:11]. Procedure: To a Grignard reagent prepared from 12 g magnesium, 250 ml ether and 100 g 1-bromo-4-(1,1-dimethylethyl)benzene were added 50 g 3-chloro-1-propene dissolved in 150 ml ether. After the addition, the mixture was refluxed for one hour and kept stirring overnight at room temperature. The reaction mixture was then poured onto crushed ice and acidified with hydrochloric acid to dissolve any precipitated solid. The ether solution was separated, washed with water, and dried with anhydrous sodium sulfate... Reactants: ClCC=1C=CC=C2C=CC(=NC12)C1=CC(=CC=C1)C(F)(F)F (8-(chloromethyl)-2-(3-(trifluoromethyl)phenyl)quinoline), C1(CCCC1)N (cyclopentylamine), CCN(C(C)C)C(C)C (DIPEA). Run in C(C)#N (acetonitrile). Yields the product FC(C=1C=C(C=CC1)C1=NC2=C(C=CC=C2C=C1)CNC1CCCC1)(F)F (N-((2-(3-(trifluoromethyl)phenyl)quinolin-8-yl)methyl)cyclopentanamine). Isolated yield 91.8%. Reaction SMILES: Cl[CH2:2][C:3]1[CH:4]=[CH:5][CH:6]=[C:7]2[C:12]=1[N:11]=[C:10]([C:13]1[CH:18]=[CH:17][CH:16]=[C:15]([C:19]([F:22])([F:21])[F:20])[CH:14]=1)[CH:9]=[CH:8]2.[CH:23]1([NH2:28])[CH2:27][CH2:26][CH2:25][CH2:24]1.CCN(C(C)C)C(C)C>C(#N)C>[F:20][C:19]([F:22])([F:21])[C:15]1[CH:14]=[C:13]([C:10]2[CH:9]=[CH:8][C:7]3[C:12](=[C:3]([CH2:2][NH:28][CH:23]4[CH2:27][CH2:26][CH2:25][CH2:24]4)[CH:4]=[CH:5][CH:6]=3)[N:11]=2)[CH:18]=[CH:17][CH:16]=1. Procedure details: A solution of 8-(chloromethyl)-2-(3-(trifluoromethyl)phenyl)quinoline (70 mg, 0.22 mmol), cyclopentylamine (0.1 ml, 1.09 mmol) and DIPEA (0.18 ml, 1.09 mmol) in acetonitrile (2 ml) was stirred at 100° C. under microwave for 10 min. The mixture was concentrated. Purified by Prep-TLC to give a white solid (74.8 mg, 91% yield). MS (ESI) calcd for C22H21F3N2 (m/z): 370.17. found: 371 [M+1]. Reactants: Cl[Sn](Cl)(Cl)Cl, Clc1cccc2cc3cccc(Cl)c3cc12, ClCC(CCl)OC(CCl)CCl, ClCCl, Cl, N#N, O. Product: O=Cc1c2cccc(Cl)c2cc2c(Cl)cccc12. Reaction SMILES: [Cl:19][Sn:20]([Cl:21])([Cl:22])[Cl:23].[Cl:1][c:2]1[cH:3][cH:4][cH:5][c:6]2[cH:7][c:8]3[cH:9][cH:10][cH:11][c:12]([Cl:16])[c:13]3[cH:14][c:15]12.[Cl:24][CH2:25][CH:26]([O:29][CH:27]([CH2:28][Cl:30])[CH2:31][Cl:32])[CH2:33][Cl:34].[Cl:37][CH2:38][Cl:39].[ClH:35].[N:17]#[N:18].[OH2:36]>>[Cl:1][c:2]1[cH:3][cH:4][cH:5][c:6]2[c:7]([CH:26]=[O:29])[c:8]3[cH:9][cH:10][cH:11][c:12]([Cl:16])[c:13]3[cH:14][c:15]12.